From a dataset of the Open Reaction Database (ORD), a public repository of structured organic reaction records. describe an organic reaction: reactants, conditions, products, and yield Starting materials: ClC1=NC=C(C(=O)OC)C=C1 (methyl 6-chloronicotinate), CN1N=NC(=C1CO)C1=CC=CC=C1 ((3-methyl-5-phenyl-3H-[1,2,3]triazol-4-yl)-methanol), [H-].[Na+] (NaH), O (water). Solvent: C1CCOC1 (THF), C1CCOC1 (THF), C1CCOC1 (THF). Conditions: time 30 minute. Product: COC(C1=CN=C(C=C1)OCC=1N(N=NC1C1=CC=CC=C1)C)=O (6-(3-Methyl-5-phenyl-3H-[1,2,3]triazol-4-ylmethoxy)-nicotinic acid methyl ester). The yield is 62.6%. RXN SMILES: [CH3:1][N:2]1[C:6]([CH2:7][OH:8])=[C:5]([C:9]2[CH:14]=[CH:13][CH:12]=[CH:11][CH:10]=2)[N:4]=[N:3]1.[H-].[Na+].Cl[C:18]1[CH:27]=[CH:26][C:21]([C:22]([O:24][CH3:25])=[O:23])=[CH:20][N:19]=1.O>C1COCC1>[CH3:25][O:24][C:22](=[O:23])[C:21]1[CH:26]=[CH:27][C:18]([O:8][CH2:7][C:6]2[N:2]([CH3:1])[N:3]=[N:4][C:5]=2[C:9]2[CH:14]=[CH:13][CH:12]=[CH:11][CH:10]=2)=[N:19][CH:20]=1 |f:1.2|. Reported procedure: A solution of (3-methyl-5-phenyl-3H-[1,2,3]triazol-4-yl)-methanol (189 mg, 1.0 mmol) in THF (3 mL) was added dropwise at 0° C. to a suspension of NaH (55% in oil, 48 mg, 1.1 mmol) in THF (1.5 mL) and the reaction mixture was then stirred at room temperature for 30 min. Then a solution of methyl 6-chloronicotinate (189 mg, 1.1 mmol) in THF (3 mL) was added dropwise at 0° C. and the reaction mixture stirred at room temperature for 20 h. The mixture was then poured into water extracted with ethyl a...